Dataset: the Open Reaction Database (ORD), a public repository of structured organic reaction records. Task: describe an organic reaction: reactants, conditions, products, and yield Starting materials: C(C)(N)=NO (acetamide oxime), [H-].[Na+] (NaH), C(C)(C)(C)OC(=O)N1CCC(CC1)C(=O)OCC (ethyl 1-tert-butoxycarbonylpiperidine-4-carboxylate), [NH4+].[Cl-] (NH4Cl). Solvent: C1CCOC1 (THF), C1CCOC1 (THF). Conditions: time 45 minute. The product is C(C)(C)(C)OC(=O)N1CCC(CC1)C1=NC(=NO1)C (4-(3-Methyl-[1,2,4]oxadiazol-5-yl)-piperidine-1-carboxylic acid tert-butyl ester). Yield: 70.3%. As a reaction SMILES: [C:1](=[N:4][OH:5])([NH2:3])[CH3:2].[H-].[Na+].[C:8]([O:12][C:13]([N:15]1[CH2:20][CH2:19][CH:18]([C:21](OCC)=O)[CH2:17][CH2:16]1)=[O:14])([CH3:11])([CH3:10])[CH3:9].[NH4+].[Cl-]>C1COCC1>[C:8]([O:12][C:13]([N:15]1[CH2:20][CH2:19][CH:18]([C:21]2[O:5][N:4]=[C:1]([CH3:2])[N:3]=2)[CH2:17][CH2:16]1)=[O:14])([CH3:11])([CH3:9])[CH3:10] |f:1.2,4.5|. Procedure details: A solution 1.30 g (17.49 mmol) of acetamide oxime in 55 ml THF was treated with 0.76 g (17.49 mmol) of NaH (55% in oil) and the corresponding suspension stirred for 45 min at RT. 3.00 g (11.66 mmol) of ethyl 1-tert-butoxycarbonylpiperidine-4-carboxylate dissolved in 15 ml of THF was added and heated at 65° C. for 2 h. The solution was cooled to RT, poured on aqueous saturated NH4Cl solution and extracted with Et2O (3×). The organic phases were washed with aqueous saturated NaHCO3 and aqueous 10%...